This data is from the Open Reaction Database (ORD), a public repository of structured organic reaction records. The task is: describe an organic reaction: reactants, conditions, products, and yield Reaction SMILES: CS(O[CH2:6][C:7]1[CH:16]=[CH:15][C:14]2[C@H:13]([NH:17]C(OC(C)(C)C)=O)[CH2:12][CH2:11][CH2:10][C:9]=2[CH:8]=1)(=O)=O.[F:25][CH:26]1[CH2:31][CH2:30][NH:29][CH2:28][CH2:27]1.Cl.C([O-])([O-])=O.[K+].[K+]>C1COCC1>[F:25][CH:26]1[CH2:31][CH2:30][N:29]([CH2:6][C:7]2[CH:8]=[C:9]3[C:14](=[CH:15][CH:16]=2)[C@H:13]([NH2:17])[CH2:12][CH2:11][CH2:10]3)[CH2:28][CH2:27]1 |f:3.4.5|. Starting materials: CS(=O)(=O)OCC1=CC=2CCC[C@H](C2C=C1)NC(=O)OC(C)(C)C ((R)-(5-(tert-butoxycarbonylamino)-5,6,7,8-tetrahydronaphthalen-2-yl)methyl methanesulfonate), FC1CCNCC1 (4-fluoropiperidine), Cl (HCl), C(=O)([O-])[O-].[K+].[K+] (K2CO3). Reported procedure: A mixture of (R)-(5-(tert-butoxycarbonylamino)-5,6,7,8-tetrahydronaphthalen-2-yl)methyl methanesulfonate (2.0 g, 5.633 mmol, 1.0 eq.), 4-fluoropiperidine.HCl (0.78 g, 5.633 mmol, 1.0 eq.) and K2CO3 (2.33 g, 16.9 mmol, 3.0 eq.) in THF (25 ml) was heated at reflux for 16 h. After completion of the reaction (monitored by TLC), the solvent was evaporated under reduced pressure and the residue was dissolved in ethyl acetate (150 ml), washed with water (100 ml) and brine (100 ml), and dried over Na2SO... Yields the product FC1CCN(CC1)CC=1C=C2CCC[C@H](C2=CC1)N ((R)-6-((4-Fluoropiperidin-1-yl)methyl)-1,2,3,4-tetrahydronaphthalen-1-amine). The solvent is C1CCOC1 (THF). Reactants: ClC=1C(=NN(C1C)CC(=O)N1C2=C(CCC1)N(N=C2)C2=CC=C(C=C2)F)I (2-(4-chloro-5-methyl-3-iodopyrazol-1-yl)-1-[1-(4-fluorophenyl)-6,7-dihydro-5H-pyrazolo[4,3-b]pyridin-4-yl]ethanone), CN(C)C=O (DMF). Reagents/catalysts: [C-]#N.[C-]#N.[Zn+2] (Zn(CN)2), C1=CC=C(C=C1)P([C-]2C=CC=C2)C3=CC=CC=C3.C1=CC=C(C=C1)P([C-]2C=CC=C2)C3=CC=CC=C3.[Fe+2] (dppf), C=1C=CC(=CC1)/C=C/C(=O)/C=C/C2=CC=CC=C2.C=1C=CC(=CC1)/C=C/C(=O)/C=C/C2=CC=CC=C2.C=1C=CC(=CC1)/C=C/C(=O)/C=C/C2=CC=CC=C2.[Pd].[Pd] (Pd2(dba)3). Solvent: O (water), CCOC(=O)C (EtOAc). Conditions: temperature 90 celsius. The product is ClC=1C(=NN(C1C)CC(=O)N1C2=C(CCC1)N(N=C2)C2=CC=C(C=C2)F)C#N (2-(4-chloro-5-methyl-3-cyanopyrazol-1-yl)-1-[1-(4-fluorophenyl)-6,7-dihydro-5H-pyrazolo[4,3-b]pyridin-4-yl]ethanone). The yield is 72.0%. As a reaction SMILES: [Cl:1][C:2]1[C:3](I)=[N:4][N:5]([CH2:8][C:9]([N:11]2[CH2:16][CH2:15][CH2:14][C:13]3[N:17]([C:20]4[CH:25]=[CH:24][C:23]([F:26])=[CH:22][CH:21]=4)[N:18]=[CH:19][C:12]2=3)=[O:10])[C:6]=1[CH3:7].[CH3:28][N:29](C=O)C>O.CCOC(C)=O.[C-]#N.[C-]#N.[Zn+2].C1C=CC(P(C2C=CC=CC=2)[C-]2C=CC=C2)=CC=1.C1C=CC(P(C2C=CC=CC=2)[C-]2C=CC=C2)=CC=1.[Fe+2].C1C=CC(/C=C/C(/C=C/C2C=CC=CC=2)=O)=CC=1.C1C=CC(/C=C/C(/C=C/C2C=CC=CC=2)=O)=CC=1.C1C=CC(/C=C/C(/C=C/C2C=CC=CC=2)=O)=CC=1.[Pd].[Pd]>[Cl:1][C:2]1[C:3]([C:28]#[N:29])=[N:4][N:5]([CH2:8][C:9]([N:11]2[CH2:16][CH2:15][CH2:14][C:13]3[N:17]([C:20]4[CH:25]=[CH:24][C:23]([F:26])=[CH:22][CH:21]=4)[N:18]=[CH:19][C:12]2=3)=[O:10])[C:6]=1[CH3:7] |f:4.5.6,7.8.9,10.11.12.13.14|. Reported procedure: A mixture of 2-(4-chloro-5-methyl-3-iodopyrazol-1-yl)-1-[1-(4-fluorophenyl)-6,7-dihydro-5H-pyrazolo[4,3-b]pyridin-4-yl]ethanone (430 mg, 0.86 mmol), Zn(CN)2 (151 mg, 1.3 mmol), dppf (72 mg, 0.14 mmol), and Pd2(dba)3 (79 mg, 0.09 mmol) in DMF (10 mL) and water (0.5 mL) was heated at 90° C. overnight. After cooling to room temperature, the reaction mixture was diluted with EtOAc (30 mL) and washed with water (3×5 mL). The EtOAc layer was dried (Na2SO4), filtered, and concentrated in vacuo. The res... Reactants: C, CCOC(=O)c1cc2cc(OCCCOC)cc([N+](=O)[O-])c2[nH]1, C1CCOC1, [Pd]. Product: CCOC(=O)c1cc2cc(OCCCOC)cc(N)c2[nH]1. RXN SMILES: [C:24].[CH3:1][O:2][CH2:3][CH2:4][CH2:5][O:6][c:7]1[cH:8][c:9]2[cH:10][c:11]([C:19](=[O:20])[O:21][CH2:22][CH3:23])[nH:12][c:13]2[c:14]([N+:16]([O-:17])=[O:18])[cH:15]1.[O:26]1[CH2:27][CH2:28][CH2:29][CH2:30]1.[Pd:25]>>[CH3:1][O:2][CH2:3][CH2:4][CH2:5][O:6][c:7]1[cH:8][c:9]2[cH:10][c:11]([C:19](=[O:20])[O:21][CH2:22][CH3:23])[nH:12][c:13]2[c:14]([NH2:16])[cH:15]1. Reactants: NC1=C(C=C(C=C1)N1C2=C(NC(CC1=O)=O)C1=CC=CC=C1C=C2)OC (5-(4-amino-3-methoxyphenyl)-1H-naphtho[2,1-b][1,4]diazepine-2,4(3H,5H)-dione), ClC1=C(CS(=O)(=O)Cl)C=CC=C1 (2-chlorobenzylsulfonyl chloride). Product: ClC1=C(C=CC=C1)CS(=O)(=O)NC1=C(C=C(C=C1)N1C2=C(NC(CC1=O)=O)C1=CC=CC=C1C=C2)OC (1-(2-Chlorophenyl)-N-[4-(2,4-dioxo-1,2,3,4-tetrahydronaphtho[1,2-b][1,4]diazepin-5-yl)-2-methoxyphenyl]methanesulfonamide). Reaction SMILES: [NH2:1][C:2]1[CH:7]=[CH:6][C:5]([N:8]2[C:14](=[O:15])[CH2:13][C:12](=[O:16])[NH:11][C:10]3[C:17]4[C:22]([CH:23]=[CH:24][C:9]2=3)=[CH:21][CH:20]=[CH:19][CH:18]=4)=[CH:4][C:3]=1[O:25][CH3:26].[Cl:27][C:28]1[CH:38]=[CH:37][CH:36]=[CH:35][C:29]=1[CH2:30][S:31](Cl)(=[O:33])=[O:32]>>[Cl:27][C:28]1[CH:38]=[CH:37][CH:36]=[CH:35][C:29]=1[CH2:30][S:31]([NH:1][C:2]1[CH:7]=[CH:6][C:5]([N:8]2[C:14](=[O:15])[CH2:13][C:12](=[O:16])[NH:11][C:10]3[C:17]4[C:22]([CH:23]=[CH:24][C:9]2=3)=[CH:21][CH:20]=[CH:19][CH:18]=4)=[CH:4][C:3]=1[O:25][CH3:26])(=[O:33])=[O:32]. Procedure: By using 5-(4-amino-3-methoxyphenyl)-1H-naphtho[2,1-b][1,4]diazepine-2,4(3H,5H)-dione obtained in Example 63, (3), and 2-chlorobenzylsulfonyl chloride, the title compound was obtained in the same manner as that of Example 145. The reactants are Clc1cccc(Cl)c1-c1noc(C2CC2)c1CBr, CC(C)(C)OC(=O)N1CCC(O)CC1, C1CCOC1, CCCC[O-], [K], C1COCCOCCOCCOCCOCCO1, O. Yields the product CC(C)(C)OC(=O)N1CCC(OCc2c(-c3c(Cl)cccc3Cl)noc2C2CC2)CC1. RXN SMILES: [Br:39][CH2:40][c:41]1[c:42](-[c:49]2[c:50]([Cl:56])[cH:51][cH:52][cH:53][c:54]2[Cl:55])[n:43][o:44][c:45]1[CH:46]1[CH2:47][CH2:48]1.[C:1]([CH3:2])([CH3:3])([CH3:4])[O:5][C:6](=[O:7])[N:8]1[CH2:9][CH2:10][CH:11]([OH:14])[CH2:12][CH2:13]1.[CH2:57]1[O:58][CH2:59][CH2:60][CH2:61]1.[CH3:34][CH2:35][CH2:36][CH2:37][O-:38].[K:33].[O:15]1[CH2:16][CH2:17][O:18][CH2:19][CH2:20][O:21][CH2:22][CH2:23][O:24][CH2:25][CH2:26][O:27][CH2:28][CH2:29][O:30][CH2:31][CH2:32]1.[OH2:62]>>[C:1]([CH3:2])([CH3:3])([CH3:4])[O:5][C:6](=[O:7])[N:8]1[CH2:9][CH2:10][CH:11]([O:14][CH2:40][c:41]2[c:42](-[c:49]3[c:50]([Cl:56])[cH:51][cH:52][cH:53][c:54]3[Cl:55])[n:43][o:44][c:45]2[CH:46]2[CH2:47][CH2:48]2)[CH2:12][CH2:13]1.